This data is from the Open Reaction Database (ORD), a public repository of structured organic reaction records. The task is: describe an organic reaction: reactants, conditions, products, and yield The reactants are COC(=O)CCCCCNC(=O)C=C1C=Cc2ccccc2-c2ccccc21, CO, Cl, [Li+], [OH-], O. Product: O=C(O)CCCCCNC(=O)C=C1C=Cc2ccccc2-c2ccccc21. As a reaction SMILES: [CH3:1][O:2][C:3]([CH2:4][CH2:5][CH2:6][CH2:7][CH2:8][NH:9][C:10]([CH:11]=[C:12]1[CH:13]=[CH:14][c:15]2[c:16]([cH:23][cH:24][cH:25][cH:26]2)-[c:17]2[c:18]1[cH:19][cH:20][cH:21][cH:22]2)=[O:27])=[O:28].[CH3:29][OH:30].[ClH:33].[Li+:32].[OH-:31].[OH2:34]>>[O:2]=[C:3]([CH2:4][CH2:5][CH2:6][CH2:7][CH2:8][NH:9][C:10]([CH:11]=[C:12]1[CH:13]=[CH:14][c:15]2[c:16]([cH:23][cH:24][cH:25][cH:26]2)-[c:17]2[c:18]1[cH:19][cH:20][cH:21][cH:22]2)=[O:27])[OH:28]. Reactants: BrCC=1C=C(C=CC1)CC(=O)O (2-[3-(bromomethyl)phenyl]acetic acid), BrCCC1=CC=C(C(=O)O)C=C1 (4-(2-bromoethyl)benzoic acid). Yields the product BrCC=1C=C(C=CC1)CC(=O)OC (methyl 2-[3-(bromomethyl)phenyl]acetate). As a reaction SMILES: [Br:1][CH2:2][C:3]1[CH:4]=[C:5]([CH2:9][C:10]([OH:12])=[O:11])[CH:6]=[CH:7][CH:8]=1.Br[CH2:14]CC1C=CC(C(O)=O)=CC=1>>[Br:1][CH2:2][C:3]1[CH:4]=[C:5]([CH2:9][C:10]([O:12][CH3:14])=[O:11])[CH:6]=[CH:7][CH:8]=1. Procedure details: According to the procedures described in the synthesis method of Intermediate ia-01, 2-[3-(bromomethyl)phenyl]acetic acid (500 mg) synthesized according to the procedures described in International Patent Publication WO00/03980 was used instead of 4-(2-bromoethyl)benzoic acid, and the material was reacted and treated to obtain the title compound (Intermediate il-01, 471 mg). Reactants: C(#N)C1=CC=C(OCC(C)N)C=C1 (2-(4-cyanophenoxy)-1-methylethylamine), ClC(=O)OCC(C)C (isobutyl chloroformate), CN1CCCCC1 (N-methylpiperidine), CC1=CC=C(COC(=O)N[C@@H](C(C)C)C(=O)O)C=C1 (N-(4-methylbenzyloxycarbonyl)-L-valine). The solvent is O (Water), C(Cl)Cl (methylene chloride). Conditions: temperature -20 celsius, time 1 hour. The product is C(#N)C1=CC=C(OCC(C)NC([C@@H](NC(=O)OCC2=CC=C(C=C2)C)C(C)C)=O)C=C1 (N1 -[2-(4-cyanophenoxy)-1-methylethyl]-N2 -(4-methylbenzyloxycarbonyl)-L-valinamide), powder. Isolated yield 28.0%. As a reaction SMILES: CN1CCCCC1.[CH3:8][C:9]1[CH:26]=[CH:25][C:12]([CH2:13][O:14][C:15]([NH:17][C@H:18]([C:22]([OH:24])=O)[CH:19]([CH3:21])[CH3:20])=[O:16])=[CH:11][CH:10]=1.ClC(OCC(C)C)=O.[C:35]([C:37]1[CH:47]=[CH:46][C:40]([O:41][CH2:42][CH:43]([NH2:45])[CH3:44])=[CH:39][CH:38]=1)#[N:36]>C(Cl)Cl.O>[C:35]([C:37]1[CH:47]=[CH:46][C:40]([O:41][CH2:42][CH:43]([NH:45][C:22](=[O:24])[C@H:18]([CH:19]([CH3:20])[CH3:21])[NH:17][C:15]([O:14][CH2:13][C:12]2[CH:11]=[CH:10][C:9]([CH3:8])=[CH:26][CH:25]=2)=[O:16])[CH3:44])=[CH:39][CH:38]=1)#[N:36]. Procedure: 0.6 g of N-methylpiperidine was added to a solution containing 1.5 g of N-(4-methylbenzyloxycarbonyl)-L-valine dissolved in 100 ml of methylene chloride, at -20° C. After the mixture was stirred for 10 minutes at the same temperature, 0.8 g of isobutyl chloroformate was added to the mixture, and stirred for 1 hour at -20° C. 1.0 g of 2-(4-cyanophenoxy)-1-methylethylamine was added to this mixture at -60° C., and then the reaction mixture was allowed to sit and warm naturally to room temperature ... Reactants: C(=O)(C(=O)OCC)NC1=C(C=C(CN)C=C1)[N+](=O)[O-] (4-ethoxalylamino-3-nitrobenzylamine), CN(C=O)C (dimethylformamide). Reagents/catalysts: Pt-c. Product: C(#N)CC1=CC=C2NC(C(N(C2=C1)O)=O)=O (7-cyanomethyl-1-hydroxyquinoxaline-2,3(1H,4H)-dione). Isolated yield 82.0%. Reaction SMILES: [C:1]([NH:8][C:9]1[CH:16]=[CH:15][C:12]([CH2:13]N)=[CH:11][C:10]=1[N+:17]([O-:19])=O)([C:3]([O:5]CC)=O)=[O:2].[CH3:20][N:21](C)C=O>>[C:20]([CH2:13][C:12]1[CH:11]=[C:10]2[C:9]([NH:8][C:1](=[O:2])[C:3](=[O:5])[N:17]2[OH:19])=[CH:16][CH:15]=1)#[N:21]. Procedure details: A solution of 1.0 g (3.6 mmol) 4-ethoxalylamino-3-nitrobenzylamine in 30 ml dimethylformamide was hydrogenated at atm. pressure by using 100 mg 5% Pt-c as a catalyst. The reaction mixture was filtered and the filtrate was evaporated in vacuo. The residue was stirred with water and the precipitate was filtered off. The product was washed with water and 5 ml ethanol to give 0.64 g (82%) of 7-cyanomethyl-1-hydroxyquinoxaline-2,3(1H,4H)-dione. M.p. decomp. 1H-NMR (DMSO-d6): 12,3 (1H, broad s), 7.6-7... The reactants are ClCCl, O, O=C1c2ccccc2C(=O)N1CCO. Product: O=CCN1C(=O)c2ccccc2C1=O. RXN SMILES: [CH2:16]([Cl:17])[Cl:18].[OH2:15].[OH:1][CH2:2][CH2:3][N:4]1[C:5](=[O:14])[c:6]2[c:7]([cH:10][cH:11][cH:12][cH:13]2)[C:8]1=[O:9]>>[O:1]=[CH:2][CH2:3][N:4]1[C:5](=[O:14])[c:6]2[c:7]([cH:10][cH:11][cH:12][cH:13]2)[C:8]1=[O:9]. Reactants: C1CCCCC1, COc1ccc(CC(CCC(=O)CCc2ccc(F)cc2)[N+](=O)[O-])cc1OC, OCCO, Cc1ccc(S(=O)(=O)O)cc1. Product: COc1ccc(CC(CCC2(CCc3ccc(F)cc3)OCCO2)[N+](=O)[O-])cc1OC. As a reaction SMILES: [CH2:44]1[CH2:45][CH2:46][CH2:47][CH2:48][CH2:49]1.[CH3:1][O:2][c:3]1[cH:4][c:5]([CH2:11][CH:12]([CH2:13][CH2:14][C:15]([CH2:16][CH2:17][c:18]2[cH:19][cH:20][c:21]([F:24])[cH:22][cH:23]2)=[O:25])[N+:26](=[O:27])[O-:28])[cH:6][cH:7][c:8]1[O:9][CH3:10].[OH:40][CH2:41][CH2:42][OH:43].[c:29]1([CH3:30])[cH:31][cH:32][c:33]([S:34]([OH:35])(=[O:36])=[O:37])[cH:38][cH:39]1>>[CH3:1][O:2][c:3]1[cH:4][c:5]([CH2:11][CH:12]([CH2:13][CH2:14][C:15]2([CH2:16][CH2:17][c:18]3[cH:19][cH:20][c:21]([F:24])[cH:22][cH:23]3)[O:25][CH2:42][CH2:41][O:40]2)[N+:26](=[O:27])[O-:28])[cH:6][cH:7][c:8]1[O:9][CH3:10]. Starting materials: OC1=CC(=CC2=C1C=1CNCCC1C(O2)(C)C)C(C(CCCCC)C)C (10-hydroxy-5,5-dimethyl-8-(1,2-dimethylheptyl)-1,2,3,4-tetrahydro-5H-[1]benzopyrano[4,3-c]pyridine), BrCC(=O)OCC (ethyl bromoacetate). The product is OC1=CC(=CC2=C1C=1CN(CCC1C(O2)(C)C)CC(=O)OCC)C(C(CCCCC)C)C (Ethyl 10-hydroxy-5,5-dimethyl-8-(1,2-dimethylheptyl)-1,2,3,4-tetrahydro-5H-[1]benzopyrano[4,3-c]pyridine-2-acetate). RXN SMILES: [OH:1][C:2]1[C:7]2[C:8]3[CH2:9][NH:10][CH2:11][CH2:12][C:13]=3[C:14]([CH3:17])([CH3:16])[O:15][C:6]=2[CH:5]=[C:4]([CH:18]([CH3:26])[CH:19]([CH3:25])[CH2:20][CH2:21][CH2:22][CH2:23][CH3:24])[CH:3]=1.Br[CH2:28][C:29]([O:31][CH2:32][CH3:33])=[O:30]>>[OH:1][C:2]1[C:7]2[C:8]3[CH2:9][N:10]([CH2:28][C:29]([O:31][CH2:32][CH3:33])=[O:30])[CH2:11][CH2:12][C:13]=3[C:14]([CH3:16])([CH3:17])[O:15][C:6]=2[CH:5]=[C:4]([CH:18]([CH3:26])[CH:19]([CH3:25])[CH2:20][CH2:21][CH2:22][CH2:23][CH3:24])[CH:3]=1. Reported procedure: The above-titled compound was prepared by reacting 10-hydroxy-5,5-dimethyl-8-(1,2-dimethylheptyl)-1,2,3,4-tetrahydro-5H-[1]benzopyrano[4,3-c]pyridine with ethyl bromoacetate according to the method of Example 1. The product was purified by chromatography on a 60-100 mesh Florisil and graded ethanol-chloroform mixtures. Starting materials: CO (MeOH), BrCC1=CC=C(C=C1)C (α-bromo-p-xylene), N[C@@H](CC1=CC=C(C=C1)O)C(=O)O (tyrosine). Reagents/catalysts: [O-]S(=O)(=O)[O-].[Cu+2] (CuSO4). Solvent: [OH-].[Na+] (NaOH), [OH-].[Na+] (NaOH), O (H2O). Reaction conditions: temperature 60 celsius, time 2 hour. Yields the product N[C@H](C(=O)O)CC1=CC=C(C=C1)OCC1=CC=C(C=C1)C ((S)-2-Amino-3-[4-(4-methyl-benzyloxy)-phenyl]-propionic acid). Yield: 70.0%. As a reaction SMILES: [NH2:1][C@H:2]([C:11]([OH:13])=[O:12])[CH2:3][C:4]1[CH:9]=[CH:8][C:7]([OH:10])=[CH:6][CH:5]=1.CO.Br[CH2:17][C:18]1[CH:23]=[CH:22][C:21]([CH3:24])=[CH:20][CH:19]=1>[OH-].[Na+].O.[O-]S([O-])(=O)=O.[Cu+2]>[NH2:1][C@@H:2]([CH2:3][C:4]1[CH:5]=[CH:6][C:7]([O:10][CH2:17][C:18]2[CH:23]=[CH:22][C:21]([CH3:24])=[CH:20][CH:19]=2)=[CH:8][CH:9]=1)[C:11]([OH:13])=[O:12] |f:3.4,6.7|. Procedure: A mixture of tyrosine (1.83 g, 10 mmol) and CuSO4 (0.81 g, 5 mmol) in 10 mL of 2N NaOH and 5 mL H2O was heated to 60° C. and cooled to room temperature. The reaction mixture was treated with MeOH (35 mL) and 2N NaOH (1.5 mL) followed by α-bromo-p-xylene. The resulting mixture was stirred at 25° C. for 2 hours and filtered. The solid obtained was washed with a 17.5:5 H2O/MeOH solution followed by MeOH. The solid was triturated with 1N HCl (3×10 mL), H2O (2×5 mL), 1.5N NH4OH solution (3×10 mL), an...